From a dataset of the Open Reaction Database (ORD), a public repository of structured organic reaction records. describe an organic reaction: reactants, conditions, products, and yield Starting materials: CC(C)(C)N(CCCNc1nc(Nc2cccc(CCN)c2)c2c(=O)[nH]ccc2n1)C(=O)[O-], ClCCl, O=C(O)C(F)(F)F. The product is NCCCNc1nc(Nc2cccc(CCN)c2)c2c(=O)[nH]ccc2n1. As a reaction SMILES: [CH3:8][C:9]([N:12]([C:10](=[O:11])[O-:13])[CH2:16][CH2:17][CH2:18][NH:19][c:20]1[n:21][c:22]([NH:31][c:32]2[cH:33][c:34]([CH2:38][CH2:39][NH2:40])[cH:35][cH:36][cH:37]2)[c:23]2[c:24]([n:25]1)[cH:26][cH:27][nH:28][c:29]2=[O:30])([CH3:14])[CH3:15].[Cl:41][CH2:42][Cl:43].[F:1][C:2]([F:3])([F:4])[C:5]([OH:6])=[O:7]>>[NH2:12][CH2:16][CH2:17][CH2:18][NH:19][c:20]1[n:21][c:22]([NH:31][c:32]2[cH:33][c:34]([CH2:38][CH2:39][NH2:40])[cH:35][cH:36][cH:37]2)[c:23]2[c:24]([n:25]1)[cH:26][cH:27][nH:28][c:29]2=[O:30]. Starting materials: [Br-], CC(=O)c1ccc(C(C)(C)C)cc1, CCOC(C)=O, ClC(Cl)Cl. Product: CC(C)(C)c1ccc(C(=O)CBr)cc1. Reaction SMILES: [Br-:18].[C:1]([CH3:2])([CH3:3])([CH3:4])[c:5]1[cH:6][cH:7][c:8]([C:11]([CH3:12])=[O:13])[cH:9][cH:10]1.[CH3:19][CH2:20][O:21][C:22](=[O:23])[CH3:24].[CH:14]([Cl:15])([Cl:16])[Cl:17]>>[C:1]([CH3:2])([CH3:3])([CH3:4])[c:5]1[cH:6][cH:7][c:8]([C:11]([CH2:12][Br:18])=[O:13])[cH:9][cH:10]1. The reactants are C1=CC=CC=2SC3=CC=CC=C3C(C12)C(=O)O (9-Thioxanthenylcarboxylic acid), N[C@@H]1CN(CC1)CCC1=CC=C(C=C1)F ((S)-3-amino-1-(2-(4-fluorophenyl)ethyl)pyrrolidine). The product is FC1=CC=C(C=C1)CCN1C[C@H](CC1)NC(=O)C1C2=CC=CC=C2SC=2C=CC=CC12 ((S)-N-(1-(2-(4-fluorophenyl)ethyl)pyrrolidin-3-yl)-9-thioxanthenylcarboxamide). RXN SMILES: [CH:1]1[C:14]2[CH:13]([C:15]([OH:17])=O)[C:12]3[C:7](=[CH:8][CH:9]=[CH:10][CH:11]=3)[S:6][C:5]=2[CH:4]=[CH:3][CH:2]=1.[NH2:18][C@H:19]1[CH2:23][CH2:22][N:21]([CH2:24][CH2:25][C:26]2[CH:31]=[CH:30][C:29]([F:32])=[CH:28][CH:27]=2)[CH2:20]1>>[F:32][C:29]1[CH:30]=[CH:31][C:26]([CH2:25][CH2:24][N:21]2[CH2:22][CH2:23][C@H:19]([NH:18][C:15]([CH:13]3[C:14]4[CH:1]=[CH:2][CH:3]=[CH:4][C:5]=4[S:6][C:7]4[C:12]3=[CH:11][CH:10]=[CH:9][CH:8]=4)=[O:17])[CH2:20]2)=[CH:27][CH:28]=1. Procedure: 9-Thioxanthenylcarboxylic acid and (S)-3-amino-1-(2-(4-fluorophenyl)ethyl)pyrrolidine were reacted under the same conditions as in Example 23 to give (S)-N-(1-(2-(4-fluorophenyl)ethyl)pyrrolidin-3-yl)-9-thioxanthenylcarboxamide. The reactants are CS(=O)(=O)OCC1=NC(=C2N=CN(C2=N1)[C@@H]1O[C@@H]([C@H]([C@H]1O)O)COC)NCC(C1=CC=CC=C1)C1=CC=CC=C1 ({9-[(2R,3R,4S,5R)-3,4-Dihydroxy-5-(methoxymethyl)tetrahydro-2-furanyl]-6-[(2,2-diphenylethyl)amino]-9H-purin-2-yl}methyl methanesulfonate), N1(CCCCC1)CCN (2-(1-piperidinyl)ethylamine). The solvent is ClCCl (dichloromethane). Run at time 24 hour. Yields the product C1(=CC=CC=C1)C(CNC1=C2N=CN(C2=NC(=N1)CNCCN1CCCCC1)[C@@H]1O[C@@H]([C@H]([C@H]1O)O)COC)C1=CC=CC=C1 ((2R,3R,4S,5R)-2-[6-[(2,2-Diphenylethyl)amino]-2-({[2-(1-piperidinyl)ethyl]amino}methyl)-9H-purin-9-yl]-5-(methoxymethyl)tetrahydro-3,4-furandiol). Yield: 25.6%. RXN SMILES: CS(O[CH2:6][C:7]1[N:15]=[C:14]2[C:10]([N:11]=[CH:12][N:13]2[C@H:16]2[C@H:20]([OH:21])[C@H:19]([OH:22])[C@@H:18]([CH2:23][O:24][CH3:25])[O:17]2)=[C:9]([NH:26][CH2:27][CH:28]([C:35]2[CH:40]=[CH:39][CH:38]=[CH:37][CH:36]=2)[C:29]2[CH:34]=[CH:33][CH:32]=[CH:31][CH:30]=2)[N:8]=1)(=O)=O.[N:41]1([CH2:47][CH2:48][NH2:49])[CH2:46][CH2:45][CH2:44][CH2:43][CH2:42]1>ClCCl>[C:29]1([CH:28]([C:35]2[CH:36]=[CH:37][CH:38]=[CH:39][CH:40]=2)[CH2:27][NH:26][C:9]2[N:8]=[C:7]([CH2:6][NH:49][CH2:48][CH2:47][N:41]3[CH2:46][CH2:45][CH2:44][CH2:43][CH2:42]3)[N:15]=[C:14]3[C:10]=2[N:11]=[CH:12][N:13]3[C@H:16]2[C@H:20]([OH:21])[C@H:19]([OH:22])[C@@H:18]([CH2:23][O:24][CH3:25])[O:17]2)[CH:30]=[CH:31][CH:32]=[CH:33][CH:34]=1. Procedure details: {9-[(2R,3R,4S,5R)-3,4-Dihydroxy-5-(methoxymethyl)tetrahydro-2-furanyl]-6-[(2,2-diphenylethyl)amino]-9H-purin-2-yl}methyl methanesulfonate (150 mg, 0.26 mmol) (Preparation 25) was dissolved in stirred dichloromethane (5 ml) and 2-(1-piperidinyl)ethylamine (0.2 ml, 1.3 mmol) added. The reaction mixture was stirred for 24 hr at room temperature. The solvent was removed from the reaction mixture under reduced pressure and the residue partitioned between dichloromethane (100 ml) and water (50 ml). Th... Reactants: CrO3, OCC=1CS([C@H]2N(C1C(=O)OC(C1=CC=CC=C1)C1=CC=CC=C1)C(C2NC(CC=2SC=CC2)=O)=O)=O (benzhydryl 3-hydroxymethyl-7-(2-thienylacetamido)-3-cephem-4-carboxylate-1-oxide), C(C)(=O)OCC (ethyl acetate), O (water). Solvent: OS(=O)(=O)O (H2SO4), CC(=O)C (acetone). Product: C(=O)C=1CS([C@H]2N(C1C(=O)OC(C1=CC=CC=C1)C1=CC=CC=C1)C(C2NC(CC=2SC=CC2)=O)=O)=O (benzhydryl 3-formyl-7-(2-thienylacetamido)-3-cephem-4-carboxylate-1-oxide). The yield is 39.4%. As a reaction SMILES: [OH:1][CH2:2][C:3]1[CH2:4][S:5](=[O:37])[C@@H:6]2[CH:26]([NH:27][C:28](=[O:35])[CH2:29][C:30]3[S:31][CH:32]=[CH:33][CH:34]=3)[C:25](=[O:36])[N:7]2[C:8]=1[C:9]([O:11][CH:12]([C:19]1[CH:24]=[CH:23][CH:22]=[CH:21][CH:20]=1)[C:13]1[CH:18]=[CH:17][CH:16]=[CH:15][CH:14]=1)=[O:10].C(OCC)(=O)C.O>CC(C)=O.OS(O)(=O)=O>[CH:2]([C:3]1[CH2:4][S:5](=[O:37])[C@@H:6]2[CH:26]([NH:27][C:28](=[O:35])[CH2:29][C:30]3[S:31][CH:32]=[CH:33][CH:34]=3)[C:25](=[O:36])[N:7]2[C:8]=1[C:9]([O:11][CH:12]([C:19]1[CH:24]=[CH:23][CH:22]=[CH:21][CH:20]=1)[C:13]1[CH:14]=[CH:15][CH:16]=[CH:17][CH:18]=1)=[O:10])=[O:1]. Reported procedure: As described in Belgian Patent 770,531, to a solution of 1.80 g (3.4 mmole) of benzhydryl 3-hydroxymethyl-7-(2-thienylacetamido)-3-cephem-4-carboxylate-1-oxide in 100 ml of acetone at 0° was added over the period of 2 min. 0.90 ml of 8N CrO3 in H2SO4 and the mixture was stirred at 0° for 5 min., then poured into a mixture of 300 ml ethyl acetate and 300 ml of water and the ethyl acetate layer was washed with water, dried (MgSO4) and evaporated in vacuo. The residue was chromatographed on silica ... Starting materials: O\N=C\1/CCCC2=C1C(=CO2)C(=O)O ((E)-4,5,6,7-tetrahydro-4-(hydroxyimino)-3-benzofurancarboxylic acid), C1(=CC=C(C=C1)S(=O)(=O)Cl)C (p-toluene sulfonyl chloride). The solvent is N1=CC=CC=C1 (pyridine), Cl (HCl). Reaction conditions: time 1 hour. Product: CC1=CC=C(C=C1)S(=O)(=O)ON=C1CCCC2=C1C(=CO2)C(=O)O (4,5,6,7-Tetrahydro-4-[[[(4methylphenyl)-sulfonyl]oxy]imino]-3-benzofurancarboxylic acid). Isolated yield 95.4%. As a reaction SMILES: [OH:1]/[N:2]=[C:3]1\[CH2:4][CH2:5][CH2:6][C:7]2[O:11][CH:10]=[C:9]([C:12]([OH:14])=[O:13])[C:8]\1=2.[C:15]1([CH3:25])[CH:20]=[CH:19][C:18]([S:21](Cl)(=[O:23])=[O:22])=[CH:17][CH:16]=1>N1C=CC=CC=1.Cl>[CH3:25][C:15]1[CH:20]=[CH:19][C:18]([S:21]([O:1][N:2]=[C:3]2[C:8]3[C:9]([C:12]([OH:14])=[O:13])=[CH:10][O:11][C:7]=3[CH2:6][CH2:5][CH2:4]2)(=[O:23])=[O:22])=[CH:17][CH:16]=1. Reported procedure: To a partial solution of 2.8 g of (E)-4,5,6,7-tetrahydro-4-(hydroxyimino)-3-benzofurancarboxylic acid in 7 ml of pyridine is added portionwise at 0°C., 3.01 g of p-toluene sulfonyl chloride under argon. The mixture is stirred for 1 hour then diluted with 40 ml of cold 1N HCl, filtered, washed with water and dried with Na2SO4. The filtrate is concentrated in vacuo to give 4.78 g of the desired product as an off-white solid, m.p. 155°-165° C. Reactants: C1(=CC=CC=C1)C1=NC=CC2=C(C=CC=C12)C(=O)OC (1-Phenyl-5-methoxycarbonylisoquinoline), C1(=CC=CC=C1)C1=NC=CC2=C(C=CC=C12)CO (1-Phenyl-5-hydroxymethylisoquinoline). Yields the product C(CC)C1=NC=CC=2C(=CC=CC12)CC#N (1-n-propylisoquinoline-5-acetonitrile). RXN SMILES: [C:1]1([C:7]2[C:16]3[C:11](=[C:12]([C:17](OC)=O)[CH:13]=[CH:14][CH:15]=3)[CH:10]=[CH:9][N:8]=2)[CH:6]=[CH:5]C=CC=1.C1([C:27]2C3C(=C(CO)C=CC=3)C=C[N:28]=2)C=CC=CC=1>>[CH2:1]([C:7]1[C:16]2[CH:15]=[CH:14][CH:13]=[C:12]([CH2:17][C:27]#[N:28])[C:11]=2[CH:10]=[CH:9][N:8]=1)[CH2:6][CH3:5]. Procedure: 1-Amino-2-(2-hydroxymethylphenyl)ethane and butyryl chloride were successively reacted in the same way as in steps (b) and (c) of Example 12 to afford 1-butyrylamino-2-(2-hydroxymethylphenyl)ethane as an oil. The product was successively reacted in the same way as in steps (d), (e), (f) and (g) of Example 12 to afford 1-n-propylisoquinoline-5-acetonitrile.